This data is from the Open Reaction Database (ORD), a public repository of structured organic reaction records. The task is: describe an organic reaction: reactants, conditions, products, and yield RXN SMILES: [CH3:1][O:2][C:3]1[CH:4]=[C:5]([N+:15]([O-])=O)[CH:6]=[C:7]2[C:11]=1[NH:10][C:9]([C:12]([OH:14])=[O:13])=[CH:8]2.[H][H]>CO.O1CCCC1.[Pd]>[NH2:15][C:5]1[CH:6]=[C:7]2[C:11](=[C:3]([O:2][CH3:1])[CH:4]=1)[NH:10][C:9]([C:12]([OH:14])=[O:13])=[CH:8]2. Product: NC=1C=C2C=C(NC2=C(C1)OC)C(=O)O (5-amino-7-methoxy-1H-indole-2-carboxylic acid). The reagents and catalysts are [Pd] (Pd/C). Reported procedure: A mixture of 472 mg 7-methoxy-5-nitro-1H-indole-2-carboxylic acid and 0.1 g Pd/C 10% in 10 ml methanol and 20 ml tetrahydrofuran was stirred for 2 h at ambient temperature under a pressure of 3 bar of hydrogen. The catalyst was filtered and the filtrate was evaporated to obtain brown solid. Solvent: CO (methanol), O1CCCC1 (tetrahydrofuran). Starting materials: COC=1C=C(C=C2C=C(NC12)C(=O)O)[N+](=O)[O-] (7-methoxy-5-nitro-1H-indole-2-carboxylic acid), [H][H] (hydrogen). The reactants are CN1C=NC=C1 (N-methylimidazole), C(OC)COC (monoglyme), [N+](=O)([O-])C=C1SCCCN1 (tetrahydro-2-(nitromethylene)-2H-1,3-thiazine), C(OC)COC (monoglyme), [N+](=O)([O-])C1=CC=C(CCl)C=C1 (p-nitrobenzyl chloride), C(OC)COC (monoglyme). Run in C(Cl)Cl (methylene chloride). Conditions: time 30 minute. Product: [N+](=O)([O-])C(C(=O)C1=CC=C(C=C1)[N+](=O)[O-])=C1SCCCN1 (2-nitro-1-(4-nitrophenyl)-2-(tetrahydro-2H-1,3-thiazine-2-ylidene)ethanone). As a reaction SMILES: [N+:1]([C:4]1[CH:11]=[CH:10][C:7]([CH2:8]Cl)=[CH:6][CH:5]=1)([O-:3])=[O:2].CN1C=CN=C1.[N+:18]([CH:21]=[C:22]1[NH:27][CH2:26][CH2:25][CH2:24][S:23]1)([O-:20])=[O:19].C(COC)[O:29]C>C(Cl)Cl>[N+:18]([C:21](=[C:22]1[NH:27][CH2:26][CH2:25][CH2:24][S:23]1)[C:8]([C:7]1[CH:10]=[CH:11][C:4]([N+:1]([O-:3])=[O:2])=[CH:5][CH:6]=1)=[O:29])([O-:20])=[O:19]. Procedure: A solution/suspension of 20.4 g of p-nitrobenzyl chloride in 25 ml of monoglyme was added dropwise at 5°-10° to a solution of 9.09 g of N-methylimidazole in 75 ml of monoglyme and the mixture was stirred for an additional 30 minutes at 5°-10°, after which was added dropwise (same temperature) a solution/suspension of 16.0 g of tetrahydro-2-(nitromethylene)-2H-1,3-thiazine in 25 ml of monoglyme, after which the stirred mixture was allowed to warm to room temperature and stirred for 96 hours. The ... Starting materials: benzyl alcohols, ClCCOC=C (2-chloroethylvinyl ether), C1=CC=CC2=CC3=CC=CC=C3C(=C12)CO (9-anthracenemethanol), C(C)C1(COC1)COCC1(COC1)CC (Bis(3-ethyl-3-oxetanylmethyl)ether), C1CC2C(O2)CC1C3CO3 (4-vinylcyclohexene dioxide), C1(=CC=CC=C1)CCO (2-phenylethanol), C1=CC=CC=2C3=CC=CC=C3C(C12)CO (9-fluorenemethanol), C12C(CCCC1)O2 (cyclohexene oxide). Yields the product CC12CCC(CC1O2)C3(CO3)C (Limonene dioxide). Reaction SMILES: C1(CCO)C=CC=CC=1.[CH:10]1[C:22]2[CH:21]([CH2:23][OH:24])[C:20]3C(=CC=CC=3)C=2C=C[CH:11]=1.C1C2C(=CC3C(C=2CO)=CC=CC=3)C=CC=1.Cl[CH2:42][CH2:43][O:44][CH:45]=[CH2:46].C12OC1CCCC2.C1C(C2OC2)CC2OC2C1.C(C1(COCC2(CC)COC2)COC1)C>>[CH3:46][C:45]12[O:44][CH:43]1[CH2:42][CH:22]([C:21]1([CH3:20])[O:24][CH2:23]1)[CH2:10][CH2:11]2. Procedure details: The benzyl alcohols, 2-phenylethanol, 9-fluorenemethanol, 9-anthracenemethanol, 2-chloroethylvinyl ether, cyclohexene oxide and 4-vinylcyclohexene dioxide (VCHDO) were used as purchased from the Aldrich Chemical Co. (Milwaukee, Wis.) unless otherwise noted. PC-1000 was supplied by the Polyset Co. (Mechanicville, N.Y.). Bis(3-ethyl-3-oxetanylmethyl)ether was kindly supplied by Toagosei Chemical Company, LTD (Nagoya, Japan). Limonene dioxide (LDO) was obtained as a gift from the Witco Chemical Co.... Starting materials: CCCc1nc2ccc(-c3cn4ccccc4n3)cc2n1Cc1ccc(-c2ccccc2C(=O)OC(C)(C)C)cc1, ClCCl, O=C(O)C(F)(F)F. Product: CCCc1nc2ccc(-c3cn4ccccc4n3)cc2n1Cc1ccc(-c2ccccc2C(=O)O)cc1. RXN SMILES: [CH2:1]([CH2:2][CH3:3])[c:4]1[n:5][c:6]2[c:7]([n:8]1[CH2:9][c:10]1[cH:11][cH:12][c:13](-[c:16]3[c:17]([C:22](=[O:23])[O:24][C:25]([CH3:26])([CH3:27])[CH3:28])[cH:18][cH:19][cH:20][cH:21]3)[cH:14][cH:15]1)[cH:29][c:30](-[c:33]1[n:34][c:35]3[n:36]([cH:37][cH:38][cH:39][cH:40]3)[cH:41]1)[cH:31][cH:32]2.[CH2:49]([Cl:50])[Cl:51].[OH:42][C:43]([C:44]([F:45])([F:46])[F:47])=[O:48]>>[CH2:1]([CH2:2][CH3:3])[c:4]1[n:5][c:6]2[c:7]([n:8]1[CH2:9][c:10]1[cH:11][cH:12][c:13](-[c:16]3[c:17]([C:22](=[O:23])[OH:24])[cH:18][cH:19][cH:20][cH:21]3)[cH:14][cH:15]1)[cH:29][c:30](-[c:33]1[n:34][c:35]3[n:36]([cH:37][cH:38][cH:39][cH:40]3)[cH:41]1)[cH:31][cH:32]2. The reactants are Cc2ccc(B1OCC(C)(C)CO1)cc2 (effective_coupling_partner), CCN(CC)C(=O)Oc2ccc1ccccc1c2 (substrate). Reagents/catalysts: PCy3. Reaction conditions: temperature 120 celsius, time 20 hour. The product is Cc3ccc(c2ccc1ccccc1c2)cc3. Starting materials: C1(=CC=CC=C1)[C@@H](C)N1[C@@H]2C=C[C@H]([C@H]1C(=O)OC)C2 (methyl (1S,3S,4R)-2-[(1R)-1-phenylethyl]-2-azabicyclo[2.2.1]hept-5-ene-3-carboxylate), IN1C(=O)N(C(=O)C1(C)C)I (1,3-diiodo-5,5-dimethylhydantoin), C(C)(=O)O (acetic acid). Conditions: time 30 minute. The product is C(C)(=O)O[C@@H]1C[C@H]2[C@H](N([C@@H]1[C@H]2I)[C@H](C)C2=CC=CC=C2)C(=O)OC (Methyl (1S,3S,4S,6R,7S)-6-acetyloxy-7-iodo-2-[(1R)-1-phenylethyl]-2-azabicyclo[2.2.1]heptane-3-carboxylate). Reaction SMILES: [C:1]1([C@H:7]([N:9]2[C@H:14]([C:15]([O:17][CH3:18])=[O:16])[C@@H:13]3[CH2:19][C@H:10]2[CH:11]=[CH:12]3)[CH3:8])[CH:6]=[CH:5][CH:4]=[CH:3][CH:2]=1.[I:20]N1C(C)(C)C(=O)N(I)C1=O.[C:31]([OH:34])(=[O:33])[CH3:32]>>[C:31]([O:34][C@H:11]1[C@H:10]2[C@@H:19]([I:20])[C@H:13]([C@@H:14]([C:15]([O:17][CH3:18])=[O:16])[N:9]2[C@@H:7]([C:1]2[CH:6]=[CH:5][CH:4]=[CH:3][CH:2]=2)[CH3:8])[CH2:12]1)(=[O:33])[CH3:32]. Procedure details: To a solution of methyl (1S,3S,4R)-2-[(1R)-1-phenylethyl]-2-azabicyclo[2.2.1]hept-5-ene-3-carboxylate obtained in Example 42-2 (1.0 g) in acetic acid (9 mL), was added portionwise 1,3-diiodo-5,5-dimethylhydantoin (782 mg). The mixture was stirred at room temperature for 30 minutes. The solution was concentrated under reduced pressure. The resulting mixture was diluted with ethyl acetate, and washed successively with sodium hydrogencarbonate solution, sodium thiosulfate solution, sodium hydrogen ... Reactants: CC(C)(C)[Si](OCC1=CC(=NC(=C1)OC)CCCO)(C)C (3-[4-({[(1,1-dimethylethyl)(dimethyl)silyl]oxy}methyl)-6-(methyloxy)-2-pyridinyl]-1-propanol), N1=CC=CC=C1 (pyridine), FC(S(=O)(=O)OS(=O)(=O)C(F)(F)F)(F)F (trifluoromethanesulfonic anhydride), O (Water). Reagents/catalysts: [I-].C(CCC)[N+](CCCC)(CCCC)CCCC (tetrabutylammonium iodide). Run in ClCCl (dichloromethane). Run at time 10 minute. Yields the product CC(C)(C)[Si](OCC1=CC(N2CCCC2=C1)=O)(C)C (7-({[(1,1-dimethylethyl)(dimethyl)silyl]oxy}methyl)-2,3-dihydro-5(1H)-indolizinone). Isolated yield 84.9%. As a reaction SMILES: [CH3:1][C:2]([Si:5]([CH3:21])([CH3:20])[O:6][CH2:7][C:8]1[CH:13]=[C:12]([O:14]C)[N:11]=[C:10]([CH2:16][CH2:17][CH2:18]O)[CH:9]=1)([CH3:4])[CH3:3].N1C=CC=CC=1.FC(F)(F)S(OS(C(F)(F)F)(=O)=O)(=O)=O.O>ClCCl.[I-].C([N+](CCCC)(CCCC)CCCC)CCC>[CH3:1][C:2]([Si:5]([CH3:21])([CH3:20])[O:6][CH2:7][C:8]1[CH:9]=[C:10]2[N:11]([CH2:18][CH2:17][CH2:16]2)[C:12](=[O:14])[CH:13]=1)([CH3:4])[CH3:3] |f:5.6|. Procedure: A solution of 3-[4-({[(1,1-dimethylethyl)(dimethyl)silyl]oxy}methyl)-6-(methyloxy)-2-pyridinyl]-1-propanol (5.16 g, 16.59 mmol) in dichloromethane (250 ml) was treated with pyridine (2.94 ml, 36.47 mmol) and trifluoromethanesulfonic anhydride (3.1 ml, 19.88 mmol) and stirred at room temperature for 10 min before being treated with tetrabutylammonium iodide (30.61 g, 82.95 mmol) and stirred at room temperature for a further 4 h. Water was then added and the mixture was extracted three times with ... Reactants: C1(CC1)N1C=C(C(C2=CC(=C(C(=C12)C)F)F)=O)C(=O)O (1-cyclopropyl-6,7-difluoro-1,4-dihydro-8-methyl-4-oxo-3-quinolinecarboxylic acid), C(C)(C)(C)OC(=O)NC1CNCC1 (3-t-butoxycarbonylaminopyrrolidine), C1CCC2=NCCCN2CC1 (1,8-diazabicyclo[5,4,0]-7-undecene). Solvent: C(C)#N (acetonitrile). Conditions: time 15 minute. The product is NC1CN(CC1)C1=C(C=C2C(C(=CN(C2=C1C)C1CC1)C(=O)O)=O)F (7-(3-Amino-1-pyrrolidinyl)-1-cyclopropyl-6-fluoro-1,4-dihydro-8-methyl-4-oxo-3-quinolinecarboxylic acid). Yield: 12.1%. As a reaction SMILES: [CH:1]1([N:4]2[C:13]3[C:8](=[CH:9][C:10]([F:16])=[C:11](F)[C:12]=3[CH3:14])[C:7](=[O:17])[C:6]([C:18]([OH:20])=[O:19])=[CH:5]2)[CH2:3][CH2:2]1.C(OC([NH:28][CH:29]1[CH2:33][CH2:32][NH:31][CH2:30]1)=O)(C)(C)C.C1CCN2C(=NCCC2)CC1>C(#N)C>[NH2:28][CH:29]1[CH2:33][CH2:32][N:31]([C:11]2[C:12]([CH3:14])=[C:13]3[C:8]([C:7](=[O:17])[C:6]([C:18]([OH:20])=[O:19])=[CH:5][N:4]3[CH:1]3[CH2:3][CH2:2]3)=[CH:9][C:10]=2[F:16])[CH2:30]1. Procedure: A mixture of 1-cyclopropyl-6,7-difluoro-1,4-dihydro-8-methyl-4-oxo-3-quinolinecarboxylic acid (200 mg), 3-t-butoxycarbonylaminopyrrolidine (200 mg), 1,8-diazabicyclo[5,4,0]-7-undecene (110 mg, DBU) and anhydrous acetonitrile (2 ml) was refluxed for 18 hours. The reacting mixture was concentrated under reduced pressure. The resulting residue was dissolved in chloroform (20 ml), washed with 10% aqueous citric acid solution and saturated aqueous sodium chloride solution successively, dried over anh...